Dataset: the Open Reaction Database (ORD), a public repository of structured organic reaction records. Task: describe an organic reaction: reactants, conditions, products, and yield Reactants: ClCCC[Si](OC)(OC)OC (3-chloropropyl trimethoxysilane), resultant mixture, C1=CC(=CC=C1N)O (p-aminophenol), aqueous solution, [OH-].[Na+] (sodium hydroxide), CS(=O)C (dimethylsulfoxide). Solvent: C1(=CC=CC=C1)C (toluene). Conditions: temperature 85 celsius. Product: NC1=CC=C(OCCC[Si](OC)(OC)OC)C=C1 (3(p-aminophenoxy)propyl Trimethoxysilane). RXN SMILES: [CH:1]1[C:6]([NH2:7])=[CH:5][CH:4]=[C:3]([OH:8])[CH:2]=1.[OH-].[Na+].CS(C)=O.Cl[CH2:16][CH2:17][CH2:18][Si:19]([O:24][CH3:25])([O:22][CH3:23])[O:20][CH3:21]>C1(C)C=CC=CC=1>[NH2:7][C:6]1[CH:5]=[CH:4][C:3]([O:8][CH2:16][CH2:17][CH2:18][Si:19]([O:24][CH3:25])([O:22][CH3:23])[O:20][CH3:21])=[CH:2][CH:1]=1 |f:1.2|. Reported procedure: A glass reactor was charged with 60 g (0.55 mole) p-aminophenol, 43.28 g of a 50% aqueous solution of sodium hydroxide (0.54 mole NaOH), 112 cc dimethylsulfoxide and 120 cc toluene. The resultant mixture was heated to the boiling point for six hours under a nitrogen atmosphere to remove all of the water present by azeotropic distillation. The reaction mixture was then allowed to cool to about 75° C., at which time 109 g (0.55 mole) of 3-chloropropyl trimethoxysilane was added dropwise while the ... Starting materials: CC(C)OC(=O)CO, CC(C)(C)c1ccccc1, CCOCC, O=C(OCCCl)C(O)c1ccccc1. Product: CC(C)OC(=O)COC(=O)C(O)c1ccccc1. As a reaction SMILES: [C:15]([CH2:16][OH:17])(=[O:18])[O:19][CH:20]([CH3:21])[CH3:22].[C:23]([c:24]1[cH:25][cH:26][cH:27][cH:28][cH:29]1)([CH3:30])([CH3:31])[CH3:32].[CH2:33]([O:34][CH2:35][CH3:36])[CH3:37].[OH:1][CH:2]([C:3](=[O:4])[O:5][CH2:6][CH2:7][Cl:8])[c:9]1[cH:10][cH:11][cH:12][cH:13][cH:14]1>>[OH:1][CH:2]([C:3](=[O:4])[O:17][CH2:16][C:15](=[O:18])[O:19][CH:20]([CH3:21])[CH3:22])[c:9]1[cH:10][cH:11][cH:12][cH:13][cH:14]1. The reactants are C=CCN=C=O, O=C1NC2(CCCCC2)NC12CCCCC2, C1CN2CCN1CC2, c1ccccc1. Yields the product C=CCNC(=O)N1C(=O)C2(CCCCC2)NC12CCCCC2. As a reaction SMILES: [CH2:17]([CH:18]=[CH2:19])[N:20]=[C:21]=[O:22].[CH2:1]1[CH2:2][CH2:3][CH2:4][CH2:5][C:6]12[NH:7][C:8]1([CH2:9][CH2:10][CH2:11][CH2:12][CH2:13]1)[NH:14][C:15]2=[O:16].[N:23]12[CH2:24][CH2:25][N:26]([CH2:27][CH2:28]1)[CH2:29][CH2:30]2.[cH:31]1[cH:32][cH:33][cH:34][cH:35][cH:36]1>>[CH2:1]1[CH2:2][CH2:3][CH2:4][CH2:5][C:6]12[NH:7][C:8]1([CH2:9][CH2:10][CH2:11][CH2:12][CH2:13]1)[N:14]([C:21]([NH:20][CH2:17][CH:18]=[CH2:19])=[O:22])[C:15]2=[O:16]. The reactants are C(C(C)C)N (Isobutylamine), ClC1=C(C=NC2=CC=CN=C12)[N+](=O)[O-] (4-chloro-3-nitro[1,5]naphthyridine), O (water). Solvent: ClCCl (dichloromethane). Reaction conditions: time 4 hour. Product: CC(CNC1=C(C=NC2=CC=CN=C12)[N+](=O)[O-])C (N-(2-methylpropyl)-3-nitro[1,5]naphthyridin-4-amine). The yield is 97.8%. Reaction SMILES: [CH2:1]([NH2:5])[CH:2]([CH3:4])[CH3:3].Cl[C:7]1[C:16]2[C:11](=[CH:12][CH:13]=[CH:14][N:15]=2)[N:10]=[CH:9][C:8]=1[N+:17]([O-:19])=[O:18].O>ClCCl>[CH3:3][CH:2]([CH3:4])[CH2:1][NH:5][C:7]1[C:16]2[C:11](=[CH:12][CH:13]=[CH:14][N:15]=2)[N:10]=[CH:9][C:8]=1[N+:17]([O-:19])=[O:18]. Reported procedure: Isobutylamine (15.6 mL, 157 mmol) was added dropwise to a 5° C. solution of 4-chloro-3-nitro[1,5]naphthyridine (15.0 g, 71.6 mmol) in dichloromethane (300 mL). The reaction was allowed to stir at room temperature for 4 hours, then was concentrated under reduced pressure to afford a residue that was treated with water (300 mL). The mixture was stirred for 30 minutes, then a solid was isolated by filtration, rinsed with water (100 mL), and dried in a vacuum oven at 50° C. overnight to afford 17.25... The reactants are COC(=O)c1cc(Br)cc2c1c(C=O)cn2C(C)C, [BH3-]C#N, [H-], [Na+], CN(C)C=O, O, O=S1(=O)CCCC1, Cc1ccc(S(=O)(=O)O)cc1. The product is COC(=O)c1cc(Br)cc2c1c(C)cn2C(C)C. RXN SMILES: [Br:1][c:2]1[cH:3][c:4]([C:16](=[O:17])[O:18][CH3:19])[c:5]2[c:6]([CH:14]=[O:15])[cH:7][n:8]([CH:11]([CH3:12])[CH3:13])[c:9]2[cH:10]1.[C:39]([BH3-:40])#[N:41].[H-:20].[Na+:42].[O:43]=[CH:44][N:45]([CH3:46])[CH3:47].[OH2:48].[S:32]1(=[O:37])(=[O:38])[CH2:33][CH2:34][CH2:35][CH2:36]1.[c:21]1([CH3:22])[cH:23][cH:24][c:25]([S:26]([OH:27])(=[O:28])=[O:29])[cH:30][cH:31]1>>[Br:1][c:2]1[cH:3][c:4]([C:16](=[O:17])[O:18][CH3:19])[c:5]2[c:6]([CH3:14])[cH:7][n:8]([CH:11]([CH3:12])[CH3:13])[c:9]2[cH:10]1. The reactants are BrB(Br)Br, COc1cccc(C(=O)O)c1C(C)C, ClCCl. The product is CC(C)c1c(O)cccc1C(=O)O. RXN SMILES: [B:1]([Br:2])([Br:3])[Br:4].[CH:5]([CH3:6])([CH3:7])[c:8]1[c:9]([C:10](=[O:11])[OH:12])[cH:13][cH:14][cH:15][c:16]1[O:17][CH3:18].[Cl:19][CH2:20][Cl:21]>>[CH:5]([CH3:6])([CH3:7])[c:8]1[c:9]([C:10](=[O:11])[OH:12])[cH:13][cH:14][cH:15][c:16]1[OH:17].